This data is from the Open Reaction Database (ORD), a public repository of structured organic reaction records. The task is: describe an organic reaction: reactants, conditions, products, and yield Starting materials: [H-].[Na+] (NaH), ClC1=NC2=C(C=CC=C2C=C1)C(=O)O (2-chloroquinoline-8-carboxylic acid), NC1=CC=CC=C1 (aniline). Run in C1CCOC1 (THF), CCOCC (Et2O). Conditions: temperature 50 celsius. Yields the product C1(=CC=CC=C1)NC1=NC2=C(C=CC=C2C=C1)C(=O)O (2-(phenylamino)quinoline-8-carboxylic acid). Yield: 35.0%. RXN SMILES: [H-].[Na+].Cl[C:4]1[CH:13]=[CH:12][C:11]2[C:6](=[C:7]([C:14]([OH:16])=[O:15])[CH:8]=[CH:9][CH:10]=2)[N:5]=1.[NH2:17][C:18]1[CH:23]=[CH:22][CH:21]=[CH:20][CH:19]=1>C1COCC1.CCOCC>[C:18]1([NH:17][C:4]2[CH:13]=[CH:12][C:11]3[C:6](=[C:7]([C:14]([OH:16])=[O:15])[CH:8]=[CH:9][CH:10]=3)[N:5]=2)[CH:23]=[CH:22][CH:21]=[CH:20][CH:19]=1 |f:0.1|. Reported procedure: NaH (60% w/w in mineral oil; 0.549 g, 13.73 mmol) was added to a mixture of 2-chloroquinoline-8-carboxylic acid (181a, 0.95 g, 4.58 mmol) and aniline (0.834 ml, 9.15 mmol) in THF (11 ml) at 0° C.; the reaction was heated to 50° C. for 2 h. The mixture was diluted with 75 ml of Et2O and washed with 1 N NaOH. The organic layer was separated, and the aq. layer was acidified to ˜pH 1 with 5 N HCl and extracted 4 times with 75 ml of EtOAc. All organic extracts were then combined dried over Na2SO4, an... Reactants: C(=O)(OC(C)(C)C)N1[C@@H](C[C@@H](C1)N(C1CCC(CC1)(C)C)C(C(COC(C)=O)(C)C)=O)C(=O)OC (Methyl (2S,4S)-1-BOC-4-{[3-(acetoxy)-2,2-dimethylpropanoyl](4,4-dimethylcyclohexyl)amino}pyrrolidine-2-carboxylate), [OH-].[Na+] (NaOH). Solvent: CO (MeOH), O (water). Reaction conditions: time 12 hour. Product: C(=O)(OC(C)(C)C)N1[C@H](C(=O)O)C[C@@H](C1)N(C(C(CO)(C)C)=O)C1CCC(CC1)(C)C ((4S)-1-BOC-4-[(4,4-dimethylcyclohexyl)(3-hydroxy-2,2-dimethylpropanoyl)amino]-L-proline). Yield: 94.9%. RXN SMILES: [C:1]([N:8]1[CH2:12][C@@H:11]([N:13]([C:22](=[O:31])[C:23]([CH3:30])([CH3:29])[CH2:24][O:25]C(=O)C)[CH:14]2[CH2:19][CH2:18][C:17]([CH3:21])([CH3:20])[CH2:16][CH2:15]2)[CH2:10][C@H:9]1[C:32]([O:34]C)=[O:33])([O:3][C:4]([CH3:7])([CH3:6])[CH3:5])=[O:2].[OH-].[Na+]>CO.O>[C:1]([N:8]1[CH2:12][C@@H:11]([N:13]([CH:14]2[CH2:19][CH2:18][C:17]([CH3:21])([CH3:20])[CH2:16][CH2:15]2)[C:22](=[O:31])[C:23]([CH3:30])([CH3:29])[CH2:24][OH:25])[CH2:10][C@H:9]1[C:32]([OH:34])=[O:33])([O:3][C:4]([CH3:5])([CH3:6])[CH3:7])=[O:2] |f:1.2|. Reported procedure: Methyl (2S,4S)-1-BOC-4-{[3-(acetoxy)-2,2-dimethylpropanoyl](4,4-dimethylcyclohexyl)amino}pyrrolidine-2-carboxylate (0.88 g, 1.77 mmol) obtained in Step A was dissolved in MeOH (8 mL) and water (1.6 mL). NaOH (213 mg, 5.31 mmol) was added thereto. The reaction solution was stirred for 12 hours. After the reaction was completed, the reaction solution was concentrated in vacuo, acidified with 1N HCl and extracted with EtOAc. The extracted organic solution was washed with 1N HCl solution, dried over... Starting materials: [H-].[Na+] (sodium hydride), CC1=CC(=C(C=C1C)NC(=O)N1CCN(CC1)C1=CC(=CC(=C1)OC)OC)OC (1-[(4,5-Dimethyl-2-methoxyphenyl)aminocarbonyl]-4-(3,5-dimethoxyphenyl)piperazine), BrCC(=O)OCC (ethyl bromoacetate). Run in CN(C=O)C (dimethylformamide). The product is COC=1C=C(C=C(C1)OC)N1CCN(CC1)C(=O)N(C1=C(C=C(C(=C1)C)C)OC)CC(=O)OCC (Ethyl 2-({[4-(3,5-dimethoxyphenyl)piperazino]carbonyl}-2-methoxy-4,5-dimethylanilino)acetate). The yield is 79.0%. As a reaction SMILES: [CH3:1][C:2]1[C:7]([CH3:8])=[CH:6][C:5]([NH:9][C:10]([N:12]2[CH2:17][CH2:16][N:15]([C:18]3[CH:23]=[C:22]([O:24][CH3:25])[CH:21]=[C:20]([O:26][CH3:27])[CH:19]=3)[CH2:14][CH2:13]2)=[O:11])=[C:4]([O:28][CH3:29])[CH:3]=1.[H-].[Na+].Br[CH2:33][C:34]([O:36][CH2:37][CH3:38])=[O:35]>CN(C)C=O>[CH3:27][O:26][C:20]1[CH:19]=[C:18]([N:15]2[CH2:16][CH2:17][N:12]([C:10]([N:9]([CH2:33][C:34]([O:36][CH2:37][CH3:38])=[O:35])[C:5]3[CH:6]=[C:7]([CH3:8])[C:2]([CH3:1])=[CH:3][C:4]=3[O:28][CH3:29])=[O:11])[CH2:13][CH2:14]2)[CH:23]=[C:22]([O:24][CH3:25])[CH:21]=1 |f:1.2|. Procedure details: 1-[(4,5-Dimethyl-2-methoxyphenyl)aminocarbonyl]-4-(3,5-dimethoxyphenyl)piperazine(0.2 g, 0.5 mmol) was dissolved in dimethylformamide(15 ml), sodium hydride(18.5 mg, 0.5 mmol) was added thereto, and the resulting mixture was stirred at room temperature. Then, ethyl bromoacetate(83.5 mg, 0.5 mmol) was added thereto and the resulting mixture was stirred for 3 hours, concentrated under the reduced pressure to remove the used solvent and purified by column chromatography(ethylacetate:hexane=1:2) to ... Reactants: [N+](=O)([O-])C1=CC=C2CCC(OC2=C1)=O (7-nitro-chroman-2-one), N1CCCC1 (Pyrrolidine). Run in O1CCCC1 (tetrahydrofuran). Conditions: time 1 hour. The product is OC1=C(C=CC(=C1)[N+](=O)[O-])CCC(=O)N1CCCC1 (3-(2-hydroxy-4-nitrophenyl)-1-pyrrolidin-1-yl-propan-1-one), solid. As a reaction SMILES: [N+:1]([C:4]1[CH:13]=[C:12]2[C:7]([CH2:8][CH2:9][C:10](=[O:14])[O:11]2)=[CH:6][CH:5]=1)([O-:3])=[O:2].[NH:15]1[CH2:19][CH2:18][CH2:17][CH2:16]1>O1CCCC1>[OH:11][C:12]1[CH:13]=[C:4]([N+:1]([O-:3])=[O:2])[CH:5]=[CH:6][C:7]=1[CH2:8][CH2:9][C:10]([N:15]1[CH2:19][CH2:18][CH2:17][CH2:16]1)=[O:14]. Reported procedure: The crude 7-nitro-chroman-2-one (1.1 g, approx. 4.2 mmol) was dissolved in tetrahydrofuran (15 ml). Pyrrolidine (0.35 ml) was added and the reaction mixture stirred for 1 hour. The solution was adsorbed onto silica and eluted using methanol in dichloromethane. 3-(2-hydroxy-4-nitrophenyl)-1-pyrrolidin-1-yl-propan-1-one was obtained as a brown solid (900 mg, 3.40 mmol); Reactants: Cl.CON (methoxyamine hydrochloride), C(CCC)N(CCCC)CCCC (tri-n-butylamine), ice, SC1=NN=NN1CC(=O)O (5-mercapto-1H-tetrazole-1-acetic acid), C(CCC)N(CCCC)CCCC (tri-n-butylamine), P(=O)(Cl)(Cl)Cl (phosphorus oxychloride). Run in CN(C)P(=O)(N(C)C)N(C)C (hexamethylphosphorotriamide), C(C)#N (acetonitrile). Conditions: time 80 minute. Product: CONC(CN1N=NN=C1S)=O (5-mercapto-1H-tetrazole-1-acetohydroxamic acid methyl ester). Yield: 70.9%. Reaction SMILES: [SH:1][C:2]1[N:6]([CH2:7][C:8]([OH:10])=O)[N:5]=[N:4][N:3]=1.C(N(CCCC)CCCC)CCC.P(Cl)(Cl)(Cl)=O.Cl.[CH3:30][O:31][NH2:32]>C(#N)C.CN(P(N(C)C)(N(C)C)=O)C>[CH3:30][O:31][NH:32][C:8](=[O:10])[CH2:7][N:6]1[C:2]([SH:1])=[N:3][N:4]=[N:5]1 |f:3.4|. Procedure: To an ice cold solution of 5-mercapto-1H-tetrazole-1-acetic acid (160 mg) in acetonitrile (3.2 ml) are added tri-n-butylamine (476 μl) and phosphorus oxychloride (183 μl). After 80 minutes' stirring, a solution of methoxyamine hydrochloride (167 mg) and tri-n-butylamine (476 μl) in hexamethylphosphorotriamide is added to the above solution. After another 1 hour's stirring at 0° C., the mixture is extracted with 5% aqueous sodium hydrogen carbonate (40 ml). The extract solution is washed with eth... The reactants are [H-].[Al+3].[Li+].[H-].[H-].[H-] (lithium aluminum hydride), Cl (hydrochloric acid), NS(=O)(=O)CCCC(C(=O)OCC)(C)C (ethyl 5-aminosulfonyl-2,2-dimethylvalerate), [H-].[Al+3].[Li+].[H-].[H-].[H-] (lithium aluminum hydride). Run in O1CCCC1 (tetrahydrofuran), O1CCCC1 (tetrahydrofuran), O1CCCC1 (tetrahydrofuran). Product: OCC(CCCS(=O)(=O)N)(C)C (5-hydroxy-4,4-dimethyl-1-pentanesulfonamide). Yield: 58.0%. RXN SMILES: [NH2:1][S:2]([CH2:5][CH2:6][CH2:7][C:8]([CH3:15])([CH3:14])[C:9](OCC)=[O:10])(=[O:4])=[O:3].[H-].[Al+3].[Li+].[H-].[H-].[H-].Cl>O1CCCC1>[OH:10][CH2:9][C:8]([CH3:15])([CH3:14])[CH2:7][CH2:6][CH2:5][S:2]([NH2:1])(=[O:3])=[O:4] |f:1.2.3.4.5.6|. Procedure: A solution of 7.1 g of the ethyl 5-aminosulfonyl-2,2-dimethylvalerate obtained in Reference Example 26 in 20 ml of tetrahydrofuran was added dropwise to a suspension of 1.71 g of lithium aluminum hydride in 100 ml of tetrahydrofuran with ice-cooling and stirring. After completion of dropwise addition, the mixture was stirred at 0° C. for 40 minutes and after addition of aqueous tetrahydrofuran for decomposition of excess lithium aluminum hydride, the mixture was neutralized with 2N-hydrochloric ... Reaction conditions: time 22 hour. The product is C[Si](C)(C)C#CC=1C=C(N)C=CC1 (3-[-(trimethylsilyl)ethynyl]aniline). As a reaction SMILES: [CH3:1][Si:2]([C:5]#[C:6][C:7]1[CH:8]=[C:9]([N+:13]([O-])=O)[CH:10]=[CH:11][CH:12]=1)([CH3:4])[CH3:3]>CC(O)C>[CH3:1][Si:2]([C:5]#[C:6][C:7]1[CH:8]=[C:9]([CH:10]=[CH:11][CH:12]=1)[NH2:13])([CH3:3])[CH3:4]. The yield is 93.0%. Run in CC(C)O (2-propanol). Procedure details: A mixture of the nitro compound, 3-[(trimethylsilyl)ethynyl]nitrobenzene, prepared as described above (0.86 g, 3.92 mmol) in 2-propanol (30 mL) was degassed with nitrogen and treated with 5% platinum on alumina (268 mgs). The mixture was shaken under an atmosphere of hydrogen (30 psi) on a Parr shaker apparatus for 22 hours. The reaction mixture was filtered through a short pad of Celite™ (diatamaceous earth) and concentrated by evaporation to give an oil which was dried in vacuo overnight to gi... Starting materials: nitro, C[Si](C)(C)C#CC=1C=C(C=CC1)[N+](=O)[O-] (3-[(trimethylsilyl)ethynyl]nitrobenzene).